This data is from the Open Reaction Database (ORD), a public repository of structured organic reaction records. The task is: describe an organic reaction: reactants, conditions, products, and yield Reactants: C([O-])([O-])=O.[Na+].[Na+] (sodium carbonate), ClC=1C=C(C=CC1OS(=O)(=O)C(F)(F)F)CC(=O)OC (methyl (3-chloro-4-{[(trifluoromethyl)sulfonyl]oxy}phenyl)acetate), COC1=CC=C(C=C1)B(O)O (4-methoxyphenylboronic acid), O (water). Reagents/catalysts: C=1C=CC(=CC1)/C=C/C(=O)/C=C/C2=CC=CC=C2.C=1C=CC(=CC1)/C=C/C(=O)/C=C/C2=CC=CC=C2.C=1C=CC(=CC1)/C=C/C(=O)/C=C/C2=CC=CC=C2.[Pd].[Pd] (tris(dibenzylideneacetone)dipalladium), C1(=CC=CC=C1)P(C1=C(C=CC=C1)OC1=C(C=CC=C1)P(C1=CC=CC=C1)C1=CC=CC=C1)C1=CC=CC=C1 (bis(2-diphenylphosphinophenyl)ether). Run in C=1(C(=CC=CC1)CCO)C (toluene-ethanol). Conditions: temperature 100 celsius, time 5 hour. The product is ClC1=C(C=CC(=C1)CC(=O)OC)C1=CC=C(C=C1)OC (methyl (2-chloro-4′-methoxy-1,1′-biphenyl-4-yl)acetate). Isolated yield 66.0%. RXN SMILES: C(=O)([O-])[O-].[Na+].[Na+].[Cl:7][C:8]1[CH:9]=[C:10]([CH2:22][C:23]([O:25][CH3:26])=[O:24])[CH:11]=[CH:12][C:13]=1OS(C(F)(F)F)(=O)=O.[CH3:27][O:28][C:29]1[CH:34]=[CH:33][C:32](B(O)O)=[CH:31][CH:30]=1.O>C1(C)C(CCO)=CC=CC=1.C1C=CC(/C=C/C(/C=C/C2C=CC=CC=2)=O)=CC=1.C1C=CC(/C=C/C(/C=C/C2C=CC=CC=2)=O)=CC=1.C1C=CC(/C=C/C(/C=C/C2C=CC=CC=2)=O)=CC=1.[Pd].[Pd].C1(P(C2C=CC=CC=2)C2C=CC=CC=2OC2C=CC=CC=2P(C2C=CC=CC=2)C2C=CC=CC=2)C=CC=CC=1>[Cl:7][C:8]1[CH:9]=[C:10]([CH2:22][C:23]([O:25][CH3:26])=[O:24])[CH:11]=[CH:12][C:13]=1[C:32]1[CH:33]=[CH:34][C:29]([O:28][CH3:27])=[CH:30][CH:31]=1 |f:0.1.2,7.8.9.10.11|. Procedure details: After a 2M aqueous sodium carbonate solution (1.5 ml), tris(dibenzylideneacetone)dipalladium (0) (23 mg, 25 μmol) and bis(2-diphenylphosphinophenyl)ether (DPEphos) (28 mg, 52 μmol) were added to a solution of methyl (3-chloro-4-{[(trifluoromethyl)sulfonyl]oxy}phenyl)acetate (317 mg, 1.0 mmol) obtained in Example (23-1) and 4-methoxyphenylboronic acid (152 mg, 1.0 mmol) in a mixture of toluene-ethanol (5:1, 9 ml), the mixture was stirred at 100° C. for 5 hours under stirring. After the temperatur... The reactants are CC(=O)O, Cc1cc(Oc2ccc(C(F)(F)F)cc2[N+](=O)[O-])nn1C(=O)NC(C)C, O, O=S(=O)(Cl)Cl. Product: Cc1c(Cl)c(Oc2ccc(C(F)(F)F)cc2[N+](=O)[O-])nn1C(=O)NC(C)C. As a reaction SMILES: [CH3:33][C:34](=[O:35])[OH:36].[CH:6]([CH3:7])([CH3:8])[NH:9][C:10](=[O:11])[n:12]1[n:13][c:14]([O:18][c:19]2[c:20]([N+:29](=[O:30])[O-:31])[cH:21][c:22]([C:25]([F:26])([F:27])[F:28])[cH:23][cH:24]2)[cH:15][c:16]1[CH3:17].[OH2:32].[S:1]([Cl:2])(=[O:3])([Cl:4])=[O:5]>>[Cl:4][c:15]1[c:14]([O:18][c:19]2[c:20]([N+:29](=[O:30])[O-:31])[cH:21][c:22]([C:25]([F:26])([F:27])[F:28])[cH:23][cH:24]2)[n:13][n:12]([C:10]([NH:9][CH:6]([CH3:7])[CH3:8])=[O:11])[c:16]1[CH3:17]. Reactants: C([O-])([O-])=O.[K+].[K+] (potassium carbonate), C(C1=CC=CC=C1)Br (benzyl bromide), BrC=1C=C(C2=C(CCCCN2)C1)C(=O)O (7-bromo-2,3,4,5-tetrahydro-1H-1-benzazepine-9-carboxylic acid). Solvent: CN(C)C=O (DMF). Reaction conditions: time 2 hour. Product: C(C1=CC=CC=C1)OC(=O)C1=CC(=CC=2CCCCNC21)Br (7-Bromo-2,3,4,5-tetrahydro-1H-1-benzazepine-9-carboxylic acid benzyl ester). The yield is 99.7%. Reaction SMILES: [Br:1][C:2]1[CH:3]=[C:4]([C:13]([OH:15])=[O:14])[C:5]2[NH:11][CH2:10][CH2:9][CH2:8][CH2:7][C:6]=2[CH:12]=1.C(=O)([O-])[O-].[K+].[K+].[CH2:22](Br)[C:23]1[CH:28]=[CH:27][CH:26]=[CH:25][CH:24]=1>CN(C=O)C>[CH2:22]([O:14][C:13]([C:4]1[C:5]2[NH:11][CH2:10][CH2:9][CH2:8][CH2:7][C:6]=2[CH:12]=[C:2]([Br:1])[CH:3]=1)=[O:15])[C:23]1[CH:28]=[CH:27][CH:26]=[CH:25][CH:24]=1 |f:1.2.3|. Reported procedure: To 7-bromo-2,3,4,5-tetrahydro-1H-1-benzazepine-9-carboxylic acid (8.53 g) dissolved in DMF (80 ml), were added potassium carbonate (13.8 g) and benzyl bromide (4.5 ml) and the mixture was stirred for 2 hours at room temperature. After the insoluble matter was filtered off and the filtrate was concentrated, a mixed liquid of ethyl acetate-benzene (1:1, 400 ml) was added to the residue, and the mixture was washed with water, dried over anhydrous sodium sulfate and then subjected to distilling off ... The reactants are FC(F)(F)c1cc(Br)c2[nH]c(Cl)nc2c1, CC1CN(c2ncc(Cl)cc2Cl)CCN1, C1COCCO1. Product: CC1CN(c2ncc(Cl)cc2Cl)CCN1c1nc2c(Br)cc(C(F)(F)F)cc2[nH]1. RXN SMILES: [Br:16][c:17]1[cH:18][c:19]([C:27]([F:28])([F:29])[F:30])[cH:20][c:21]2[c:22]1[nH:23][c:24]([Cl:26])[n:25]2.[Cl:1][c:2]1[c:3]([N:9]2[CH2:10][CH:11]([CH3:15])[NH:12][CH2:13][CH2:14]2)[n:4][cH:5][c:6]([Cl:8])[cH:7]1.[O:31]1[CH2:32][CH2:33][O:34][CH2:35][CH2:36]1>>[Cl:1][c:2]1[c:3]([N:9]2[CH2:10][CH:11]([CH3:15])[N:12]([c:24]3[n:23][c:22]4[c:17]([Br:16])[cH:18][c:19]([C:27]([F:28])([F:29])[F:30])[cH:20][c:21]4[nH:25]3)[CH2:13][CH2:14]2)[n:4][cH:5][c:6]([Cl:8])[cH:7]1. Starting materials: BrC=1C=C(C(=NC1)N)OCC1=C(C=CC=C1Cl)Cl (5-bromo-3-(2,6-dichloro-benzyloxy)-pyridin-2-ylamine), ( a ), 4,4,5,5-tetramethyl-1,3-(2-dioxabordan-2-yl) phenol, C([O-])([O-])=O.[Na+].[Na+] (sodium carbonate). The reagents and catalysts are [Pd](Cl)Cl.C1(=CC=CC=C1)P(C1=CC=CC=C1)C1=CC=CC=C1.C1(=CC=CC=C1)P(C1=CC=CC=C1)C1=CC=CC=C1 (bis(triphenylphosphine) palladium(II) chloride). Solvent: C(C)(=O)OCC (ethyl acetate), COCCOC (ethylene glycol dimethyl ether), O (water). Product: NC1=C(C=C(C=N1)C1=CC=C(C=C1)O)OCC1=C(C=CC=C1Cl)Cl (4-[6-amino-5-(2,6-dichloro-benzyloxy)-pyridin-3-yl]-phenol), crystals. The yield is 85.0%. RXN SMILES: Br[C:2]1[CH:3]=[C:4]([O:9][CH2:10][C:11]2[C:16]([Cl:17])=[CH:15][CH:14]=[CH:13][C:12]=2[Cl:18])[C:5]([NH2:8])=[N:6][CH:7]=1.[C:19](=[O:22])([O-])[O-].[Na+].[Na+]>COCCOC.O.C(OCC)(=O)C.[Pd](Cl)Cl.C1(P(C2C=CC=CC=2)C2C=CC=CC=2)C=CC=CC=1.C1(P(C2C=CC=CC=2)C2C=CC=CC=2)C=CC=CC=1>[NH2:8][C:5]1[N:6]=[CH:7][C:2]([C:3]2[CH:4]=[CH:5][C:19]([OH:22])=[CH:7][CH:2]=2)=[CH:3][C:4]=1[O:9][CH2:10][C:11]1[C:16]([Cl:17])=[CH:15][CH:14]=[CH:13][C:12]=1[Cl:18] |f:1.2.3,7.8.9|. Reported procedure: A mixture of 5-bromo-3-(2,6-dichloro-benzyloxy)-pyridin-2-ylamine (example [(a), 100 mg, 0.29 mmol), 4-(4,4,5,5-tetramethyl-1,3-(2-dioxabordan-2-yl) phenol (86 mg, 0.35 mmol), bis(triphenylphosphine) palladium(II) chloride (8 mg, 0.009 mmol) and sodium carbonate (91 mg, 0.87 mmol) in ethylene glycol dimethyl ether (10 mL) and water (0.5 mL) was heated to reflux under nitrogen for 18 hours. The reaction was cooled to ambient temperature and diluted with ethyl acetate. The mixture was washed with ... Starting materials: C(C1=CC=CC=C1)OC=1C=NC(=NC1)C1=CC=C(C=C1)OCCCC[Si](CCC(C(C(C(C(C(F)(F)F)(F)F)(F)F)(F)F)(F)F)(F)F)(C)C (5-Benzyloxy-2-(4-{4-[dimethyl -(3,3,4,4,5,5,6,6,7,7,8,8,8-tridecafluoro-octyl)-silanyl]-butoxy}-phenyl)-pyrimidine). The reagents and catalysts are [Pd] (palladium on charcoal). Solvent: C(C)O.C(C)(=O)OCC (ethanol ethyl acetate). Conditions: time 24 hour. Product: C[Si](CCCCOC1=CC=C(C=C1)C1=NC=C(C=N1)O)(CCC(C(C(C(C(C(F)(F)F)(F)F)(F)F)(F)F)(F)F)(F)F)C (2-(4-{4-[Dimethyl-(3,3,4,4,5,5,6,6,7,7,8,8,8-tridecafluoro-octyl)-silanyl]-butoxy}-phenyl)-pyrimidin-5-ol). RXN SMILES: C([O:8][C:9]1[CH:10]=[N:11][C:12]([C:15]2[CH:20]=[CH:19][C:18]([O:21][CH2:22][CH2:23][CH2:24][CH2:25][Si:26]([CH3:49])([CH3:48])[CH2:27][CH2:28][C:29]([F:47])([F:46])[C:30]([F:45])([F:44])[C:31]([F:43])([F:42])[C:32]([F:41])([F:40])[C:33]([F:39])([F:38])[C:34]([F:37])([F:36])[F:35])=[CH:17][CH:16]=2)=[N:13][CH:14]=1)C1C=CC=CC=1>[Pd].C(O)C.C(OCC)(=O)C>[CH3:49][Si:26]([CH3:48])([CH2:27][CH2:28][C:29]([F:47])([F:46])[C:30]([F:44])([F:45])[C:31]([F:42])([F:43])[C:32]([F:40])([F:41])[C:33]([F:38])([F:39])[C:34]([F:35])([F:36])[F:37])[CH2:25][CH2:24][CH2:23][CH2:22][O:21][C:18]1[CH:19]=[CH:20][C:15]([C:12]2[N:11]=[CH:10][C:9]([OH:8])=[CH:14][N:13]=2)=[CH:16][CH:17]=1 |f:2.3|. Procedure: A suspension of compound 46 (2.232 g, 3.02 mmol), palladium on charcoal (0.095 g, 0.091 mmol) in ethanol/ethyl acetate (6.5 ml, 1:2) was stirred under an atmosphere of hydrogen at room temperature for 24 hours. The reaction mixture was filtered (celite), the solvent removed in vacuo and the residues recrystallized from acetonitrile to yield colorless crystals. Starting materials: CC(=O)c1cc(OCc2ccccc2)ccc1O, CC(=O)O, O, O=[N+]([O-])O. The product is CC(=O)c1cc(OCc2ccccc2)cc([N+](=O)[O-])c1O. As a reaction SMILES: [CH2:5]([c:6]1[cH:7][cH:8][cH:9][cH:10][cH:11]1)[O:12][c:13]1[cH:14][cH:15][c:16]([OH:22])[c:17]([C:19]([CH3:20])=[O:21])[cH:18]1.[CH3:24][C:25](=[O:26])[OH:27].[OH2:23].[OH:1][N+:2]([O-:3])=[O:4]>>[O-:1][N+:2](=[O:4])[c:15]1[cH:14][c:13]([O:12][CH2:5][c:6]2[cH:7][cH:8][cH:9][cH:10][cH:11]2)[cH:18][c:17]([C:19]([CH3:20])=[O:21])[c:16]1[OH:22].